This data is from the Open Reaction Database (ORD), a public repository of structured organic reaction records. The task is: describe an organic reaction: reactants, conditions, products, and yield Starting materials: N(=O)[O-].[Na+] (sodium nitrite), ice, Cl.NC1=CC=CC=C1 (aniline hydrochloride), Cl (hydrochloric acid). The solvent is O (water), O (water). Conditions: time 15 minute. Yields the product [Cl-].C1(=CC=CC=C1)[N+]#N (benzenediazonium chloride). Reaction SMILES: [ClH:1].[NH2:2][C:3]1[CH:8]=[CH:7][CH:6]=[CH:5][CH:4]=1.Cl.[N:10]([O-])=O.[Na+]>O>[Cl-:1].[C:3]1([N+:2]#[N:10])[CH:8]=[CH:7][CH:6]=[CH:5][CH:4]=1 |f:0.1,3.4,6.7|. Reported procedure: A solution of benzenediazonium chloride was prepared as follows: To an ice cold (about 5° C.) solution of aniline hydrochloride (3.24 g., 25 mmoles) in water (10 ml.) and concentrated hydrochloric acid (2.1 ml., 25 mmoles) was added dropwise with stirring a solution of sodium nitrite (1.9 g., 27.5 mmoles) in water (10 ml.). After addition the solution was stirred in the cold for an additional 15 minutes. Starting materials: C1CCOC1, CCOC(C)=O, NC(=O)c1n[nH]c2nc(F)ccc12, O=C(OC(=O)C(F)(F)F)C(F)(F)F, O, c1ccncc1. The product is N#Cc1n[nH]c2nc(F)ccc12. As a reaction SMILES: [CH2:39]1[O:40][CH2:41][CH2:42][CH2:43]1.[CH3:33][CH2:34][O:35][C:36]([CH3:37])=[O:38].[F:1][c:2]1[cH:3][cH:4][c:5]2[c:6]([n:7]1)[nH:8][n:9][c:10]2[C:11](=[O:12])[NH2:13].[F:20][C:21]([F:22])([F:23])[C:24]([O:25][C:26](=[O:27])[C:28]([F:29])([F:30])[F:31])=[O:32].[OH2:44].[cH:14]1[cH:15][cH:16][n:17][cH:18][cH:19]1>>[F:1][c:2]1[cH:3][cH:4][c:5]2[c:6]([n:7]1)[nH:8][n:9][c:10]2[C:11]#[N:13]. Reactants: CC1=NN(C(=C1C1=CC=CC=C1)C)C1=CC=C(C=C1)CCNC(OC1=CC=CC=C1)=O (Phenyl 2-[4-(3,5-dimethyl-4-phenyl-1H-pyrazol-1-yl)phenyl]ethylcarbamate), OC1=C(C=CC=C1)S(=O)(=O)N (2-hydroxybenzenesulfonamide). The product is CC1=NN(C(=C1C1=CC=CC=C1)C)C1=CC=C(C=C1)CCNC(=O)NS(=O)(=O)C1=C(C=CC=C1)O (N-[({2-[4-(3,5-Dimethyl-4-phenyl-1H-pyrazol-1-yl)phenyl]ethyl}amino)carbonyl]-2-hydroxybenzenesulfonamide). As a reaction SMILES: [CH3:1][C:2]1[C:6]([C:7]2[CH:12]=[CH:11][CH:10]=[CH:9][CH:8]=2)=[C:5]([CH3:13])[N:4]([C:14]2[CH:19]=[CH:18][C:17]([CH2:20][CH2:21][NH:22][C:23](=O)[O:24]C3C=CC=CC=3)=[CH:16][CH:15]=2)[N:3]=1.[OH:32][C:33]1[CH:38]=[CH:37][CH:36]=[CH:35][C:34]=1[S:39]([NH2:42])(=[O:41])=[O:40]>>[CH3:1][C:2]1[C:6]([C:7]2[CH:8]=[CH:9][CH:10]=[CH:11][CH:12]=2)=[C:5]([CH3:13])[N:4]([C:14]2[CH:15]=[CH:16][C:17]([CH2:20][CH2:21][NH:22][C:23]([NH:42][S:39]([C:34]3[CH:35]=[CH:36][CH:37]=[CH:38][C:33]=3[OH:32])(=[O:40])=[O:41])=[O:24])=[CH:18][CH:19]=2)[N:3]=1. Procedure: The title compound was prepared according to the procedure described in step 1 of Example 42 from phenyl 2-[4-(3,5-dimethyl-4-phenyl-1H-pyrazol-1-yl)phenyl]ethylcarbamate (step 1 of Example 22) and 2-hydroxybenzenesulfonamide [Synth. Commun., 1994, 24, 671]: 1H-NMR (CDCl3) δ 7.74-7.70 (1H, m), 7.48-7.24 (9H, m), 7.15 (2H, d, J=8.2 Hz), 7.02 (1H, d, J=7.7 Hz), 6.93 (1H, t, J=7.6 Hz), 6.16 (1H, br.s), 3.47-3.40 (2H, m), 2.81 (2H, t, J=6.5 Hz), 2.32 (3H, s), 2.23 (3H, s).